This data is from the Open Reaction Database (ORD), a public repository of structured organic reaction records. The task is: describe an organic reaction: reactants, conditions, products, and yield Reactants: solution, CN (methylamine), O (water), CC1=C(C=CC=C1)C(C(=O)Cl)=O (2-(2-methylphenyl)glyoxyloyl chloride), Cl (HCl). Run in CO (methanol), C1CCOC1 (THF). Conditions: time 1 hour. The product is CNC(C(=O)C1=C(C=CC=C1)C)=O (N-methyl-2-(2-methylphenyl)-2-oxoacetamide). Yield: 50.8%. As a reaction SMILES: [CH3:1][C:2]1[CH:7]=[CH:6][CH:5]=[CH:4][C:3]=1[C:8](=[O:12])[C:9](Cl)=[O:10].[CH3:13][NH2:14].O.Cl>C1COCC1.CO>[CH3:13][NH:14][C:9](=[O:10])[C:8]([C:3]1[CH:4]=[CH:5][CH:6]=[CH:7][C:2]=1[CH3:1])=[O:12]. Reported procedure: The crude 2-(2-methylphenyl)glyoxyloyl chloride (0.91 g, 5 mmol) were dissolved in dry THF (10 ml), and a 40% solution (1.55 g) of methylamine (20 mmol) in methanol was added thereto, followed by stirring at room temperature for 1 hour. After completion of the reaction, water (100 ml) was added to the reaction mixture which was then adjusted to below pH 2 by addition of conc. HCl and extracted with ethyl acetate (100 ml). The extract was dried over anhydrous magnesium sulfate and concentrated un... The reactants are COCC1=CC=C(C=C1)Cl (p-chlorobenzyl methyl ether), Br(=O)(=O)[O-].[Na+] (sodium bromate). Yields the product ClC1=CC=C(C=O)C=C1 (p-chlorobenzaldehyde). Reaction SMILES: C[O:2][CH2:3][C:4]1[CH:9]=[CH:8][C:7]([Cl:10])=[CH:6][CH:5]=1.Br([O-])(=O)=O.[Na+]>>[Cl:10][C:7]1[CH:8]=[CH:9][C:4]([CH:3]=[O:2])=[CH:5][CH:6]=1 |f:1.2|. Procedure: In the same manner as in Example 3, the operation was conducted, except that 0.63 g (4 mmols) of p-chlorobenzyl methyl ether was used in place of m-methoxybenzyl alcohol and also 0.2 g (1.35 mmols) of sodium bromate was used. With respect to the components in the reaction solution, the intended p-chlorobenzaldehyde was produced in an area ratio, as determined by gas chromatography, of 91.0%. The product is CCCc1c(Cn2ccnc2-c2ncccc2F)ncnc1-n1cccn1. Reactants: C1CCOC1, CCCc1c(Cl)ncnc1Cn1ccnc1-c1ncccc1F, [H-], [Na+], c1cn[nH]c1. Reaction SMILES: [CH2:31]1[O:32][CH2:33][CH2:34][CH2:35]1.[Cl:8][c:9]1[n:10][cH:11][n:12][c:13]([CH2:18][n:19]2[c:20](-[c:24]3[n:25][cH:26][cH:27][cH:28][c:29]3[F:30])[n:21][cH:22][cH:23]2)[c:14]1[CH2:15][CH2:16][CH3:17].[H-:2].[Na+:1].[nH:3]1[n:4][cH:5][cH:6][cH:7]1>>[n:3]1(-[c:9]2[n:10][cH:11][n:12][c:13]([CH2:18][n:19]3[c:20](-[c:24]4[n:25][cH:26][cH:27][cH:28][c:29]4[F:30])[n:21][cH:22][cH:23]3)[c:14]2[CH2:15][CH2:16][CH3:17])[n:4][cH:5][cH:6][cH:7]1. The reactants are C([C@H](O)[C@@H](O)[C@H](O)CO)O (xylitol). Product: C(C(C(C(C=O)O)O)O)O (pentose). Reported procedure: The two major chemicals of interest that can be produced from D-xylose by yeasts are ethanol and xylitol. It is known that under normal growth conditions, some pentose-fermenting yeasts (e.g. Pichia stipitis) produce mostly ethanol (Du Preez 1994; Schneider 1989); while others (e.g. Candida guilliermondii, Candida tropicalis) produce mainly xylitol as the end products (Barbosa et al. 1988; Gong et al. 1981). As an intermediate metabolite, xylitol is widely applied in food and pharmaceutical indu... RXN SMILES: [CH2:1]([OH:10])[C@@H:2]([C@H:4]([C@@H:6]([CH2:8][OH:9])[OH:7])[OH:5])[OH:3]>C(O)C>[CH2:1]([OH:10])[CH:2]([OH:3])[CH:4]([OH:5])[CH:6]([OH:7])[CH:8]=[O:9]. Run in C(C)O (ethanol), C(C)O (ethanol). Reactants: C(C)(=O)N1CC(OCC1)C(=O)OCC1=CC=CC=C1 (Phenylmethyl 4-acetyl-2-morpholinecarboxylate). Reagents/catalysts: [Pd] (palladium on carbon), [Pd] (palladium on carbon). Run in C(C)O (ethanol), C(C)O (ethanol). Yields the product C(C)(=O)N1CC(OCC1)C(=O)O (4-Acetyl-2-morpholinecarboxylic acid). The yield is 24.3%. As a reaction SMILES: [C:1]([N:4]1[CH2:9][CH2:8][O:7][CH:6]([C:10]([O:12]CC2C=CC=CC=2)=[O:11])[CH2:5]1)(=[O:3])[CH3:2]>C(O)C.[Pd]>[C:1]([N:4]1[CH2:9][CH2:8][O:7][CH:6]([C:10]([OH:12])=[O:11])[CH2:5]1)(=[O:3])[CH3:2]. Procedure: Phenylmethyl 4-acetyl-2-morpholinecarboxylate (313 mg, 1.189 mmol) was dissolved in ethanol (5 ml) and hydrogenated at 30 bar on H-Cube using 10% palladium on carbon. The mixture was blown to dryness under a stream of nitrogen to give the starting material. The starting material was dissolved in ethanol (5 ml) and hydrogenated at 50 bar on H-Cube using10% palladium on carbon. The mixture was blown to dryness under a stream of nitrogen to give the title compound (50 mg) as a colourless oil.